This data is from the Open Reaction Database (ORD), a public repository of structured organic reaction records. The task is: describe an organic reaction: reactants, conditions, products, and yield Reactants: [N+](=O)([O-])C1=CC=CC=2C(C3=CC=CC(=C3C(C12)=O)[N+](=O)[O-])=O (1,8-dinitroanthraquinone), [N+](=O)([O-])C1=CC=CC=2C(C3=C(C=CC=C3C(C12)=O)[N+](=O)[O-])=O (1,5-dinitroanthraquinone). Yields the product [N+](=O)([O-])C1=CC=CC=2C(C3=C(C=CC=C3C(C12)=O)[N+](=O)[O-])=O (1,5-dinitroanthraquinone), [N+](=O)([O-])C1=CC=CC=2C(C3=CC=CC(=C3C(C12)=O)[N+](=O)[O-])=O.[N+](=O)([O-])C1=CC=CC=2C(C3=C(C=CC=C3C(C12)=O)[N+](=O)[O-])=O (1,8-dinitroanthraquinone 1,5-dinitroanthraquinone), [N+](=O)([O-])C1=CC=CC=2C(C3=CC=CC(=C3C(C12)=O)[N+](=O)[O-])=O (1,8-dinitroanthraquinone). RXN SMILES: [N+:1]([C:4]1[C:17]2[C:16](=[O:18])[C:15]3[C:10](=[C:11]([N+:19]([O-:21])=[O:20])[CH:12]=[CH:13][CH:14]=3)[C:9](=[O:22])[C:8]=2[CH:7]=[CH:6][CH:5]=1)([O-:3])=[O:2].[N+:23]([C:26]1[C:39]2[C:38](=[O:40])[C:37]3[C:32](=[CH:33][CH:34]=[CH:35][C:36]=3[N+:41]([O-:43])=[O:42])[C:31](=[O:44])[C:30]=2[CH:29]=[CH:28][CH:27]=1)([O-:25])=[O:24]>>[N+:1]([C:4]1[C:17]2[C:16](=[O:18])[C:15]3[C:10](=[C:11]([N+:19]([O-:21])=[O:20])[CH:12]=[CH:13][CH:14]=3)[C:9](=[O:22])[C:8]=2[CH:7]=[CH:6][CH:5]=1)([O-:3])=[O:2].[N+:23]([C:26]1[C:39]2[C:38](=[O:40])[C:37]3[C:32](=[CH:33][CH:34]=[CH:35][C:36]=3[N+:41]([O-:43])=[O:42])[C:31](=[O:44])[C:30]=2[CH:29]=[CH:28][CH:27]=1)([O-:25])=[O:24].[N+:1]([C:4]1[C:17]2[C:16](=[O:18])[C:15]3[C:10](=[C:11]([N+:19]([O-:21])=[O:20])[CH:12]=[CH:13][CH:14]=3)[C:9](=[O:22])[C:8]=2[CH:7]=[CH:6][CH:5]=1)([O-:3])=[O:2].[N+:23]([C:14]1[C:15]2[C:16](=[O:18])[C:17]3[C:8](=[CH:7][CH:6]=[CH:5][C:4]=3[N+:1]([O-:3])=[O:2])[C:9](=[O:22])[C:10]=2[CH:11]=[CH:12][CH:13]=1)([O-:25])=[O:24] |f:3.4|. Procedure details: Calculation: theoretical yield from Σanthraquinone and 1-nitroanthraquinone related to 1,5-dinitroanthraquinone and 1,8-dinitroanthraquinone formed (-total 1,5-dinitroanthraquinone and 1,8-dinitroanthraquinone -1,5-dinitroanthraquinone and 1,8-dinitroanthraquinone employed). Reactants: FC1=CC2=C(N(C(N2)=O)C2CCNCC2)C=C1 (5-fluoro-1-(4-piperidinyl)-1,3-dihydro-2H-benzimidazol-2-one), COC1=CC(=C(C=C1)NC(C)=O)OC[C@H]1OC1 (N-{4-methoxy-2-[(2S)oxiranylmethoxy]phenyl}acetamide). Yields the product FC1=CC2=C(N(C(N2)=O)C2CCN(CC2)C[C@@H](COC2=C(C=CC(=C2)OC)NC(C)=O)O)C=C1 (N-[2-({(2S)-3-[4-(5-Fluoro-2-oxo-2,3-dihydro-1H-benzimidazol-1-yl)-1-piperidinyl]-2-hydroxypropyl}oxy)-4-methoxyphenyl]acetamide), solid. Isolated yield 84.0%. Reaction SMILES: [F:1][C:2]1[CH:17]=[CH:16][C:5]2[N:6]([CH:10]3[CH2:15][CH2:14][NH:13][CH2:12][CH2:11]3)[C:7](=[O:9])[NH:8][C:4]=2[CH:3]=1.[CH3:18][O:19][C:20]1[CH:25]=[CH:24][C:23]([NH:26][C:27](=[O:29])[CH3:28])=[C:22]([O:30][CH2:31][C@@H:32]2[CH2:34][O:33]2)[CH:21]=1>>[F:1][C:2]1[CH:17]=[CH:16][C:5]2[N:6]([CH:10]3[CH2:11][CH2:12][N:13]([CH2:34][C@H:32]([OH:33])[CH2:31][O:30][C:22]4[CH:21]=[C:20]([O:19][CH3:18])[CH:25]=[CH:24][C:23]=4[NH:26][C:27](=[O:29])[CH3:28])[CH2:14][CH2:15]3)[C:7](=[O:9])[NH:8][C:4]=2[CH:3]=1. Procedure: The title compound was prepared according to the procedure described in Example 30 above from 5-fluoro-1-(4-piperidinyl)-1,3-dihydro-2H-benzimidazol-2-one and N-{4-methoxy-2-[(2S)oxiranylmethoxy]phenyl}acetamide. The product was purified by preparative HPLC (Kromasil column; eluent: acetonitrile/water) to afford a colourless solid (84%). Starting materials: O1CCOCC1 (dioxane), C(OCC)(OCC)=O (diethyl carbonate), C(CCC)(=O)OCC (ethyl butyrate), C(CC)#N (propionitrile). Solvent: C1(=CC=CC=C1)C (toluene), C1CCCCC1 (cyclohexane), ClC1=CC=CC=C1 (chlorobenzene), C(C)(C)(C)O (tert.-butanol), CN(C=O)C (N,N-dimethylformamide). Yields the product C(C=CC1=CC=CC=C1)(=O)OCC (ethyl cinnamate). RXN SMILES: O1[CH2:6][CH2:5]OCC1.[C:7]([O:12][CH2:13][CH3:14])(=[O:11])[CH2:8][CH2:9][CH3:10].[C:15](#N)[CH2:16][CH3:17].C(=O)(OCC)OCC>C1(C)C=CC=CC=1.CN(C)C=O.C(O)(C)(C)C.C1CCCCC1.ClC1C=CC=CC=1>[C:7]([O:12][CH2:13][CH3:14])(=[O:11])[CH:8]=[CH:9][C:10]1[CH:6]=[CH:5][CH:17]=[CH:16][CH:15]=1. Procedure: The procedure described in Example 1 is repeated, except that (a) 50 ml of dioxane, (b) 50 ml of ethyl butyrate, (c) 50 ml of propionitrile, (d) 50 ml of diethyl carbonate, (e) 50 ml of chlorobenzene, (f) 50 ml of cyclohexane, (g) 50 ml of tert.-butanol or (h) 50 ml of N,N-dimethylformamide are used in place of 50 ml of toluene. After working up as described in Example 1, ethyl cinnamate is obtained in comparably good yields. Starting materials: OC(C(=O)N1CCN(CC1)C1=NC(=NC2=CC(=CC=C12)C)C1=C(C=CC=C1)O)C(C)C (2-hydroxy-1-(4-(2-(2-hydroxyphenyl)-7-methylquinazolin-4-yl)piperazin-1-yl)-3-methylbutan-1-one), CCOCC (ether), Cl (HCl), CCOCC (ether). Solvent: C(Cl)Cl (CH2Cl2). The product is Cl.OC(C(=O)N1CCN(CC1)C1=NC(=NC2=CC(=CC=C12)C)C1=C(C=CC=C1)O)C(C)C (2-hydroxy-1-(4-(2-(2-hydroxyphenyl)-7-methylquinazolin-4-yl)piperazin-1-yl)-3-methylbutan-1-one hydrochloride). The yield is 83.0%. RXN SMILES: [OH:1][CH:2]([CH:29]([CH3:31])[CH3:30])[C:3]([N:5]1[CH2:10][CH2:9][N:8]([C:11]2[C:20]3[C:15](=[CH:16][C:17]([CH3:21])=[CH:18][CH:19]=3)[N:14]=[C:13]([C:22]3[CH:27]=[CH:26][CH:25]=[CH:24][C:23]=3[OH:28])[N:12]=2)[CH2:7][CH2:6]1)=[O:4].CCOCC.[ClH:37]>C(Cl)Cl>[ClH:37].[OH:1][CH:2]([CH:29]([CH3:31])[CH3:30])[C:3]([N:5]1[CH2:10][CH2:9][N:8]([C:11]2[C:20]3[C:15](=[CH:16][C:17]([CH3:21])=[CH:18][CH:19]=3)[N:14]=[C:13]([C:22]3[CH:27]=[CH:26][CH:25]=[CH:24][C:23]=3[OH:28])[N:12]=2)[CH2:7][CH2:6]1)=[O:4] |f:4.5|. Procedure details: To a solution of 2-hydroxy-1-(4-(2-(2-hydroxyphenyl)-7-methylquinazolin-4-yl)piperazin-1-yl)-3-methylbutan-1-one (230 mg, 0.54 mmol) in CH2Cl2 (3 mL) under an inert atmosphere was added ether (12 mL) followed by the dropwise addition of 2 M HCl solution in ether (0.27 mL, 0.54 mmol) which resulted in the formation of a precipitate which was stirred for an hour and then collected by vacuum filtration and dried to afford 2-hydroxy-1-(4-(2-(2-hydroxyphenyl)-7-methylquinazolin-4-yl)piperazin-1-yl)-3...